This data is from the Open Reaction Database (ORD), a public repository of structured organic reaction records. The task is: describe an organic reaction: reactants, conditions, products, and yield Starting materials: O=C([O-])O, CCCCCCCCCC=O, ClCCl, [Na+], CC(O)CCS, Cc1ccc(S(=O)(=O)O)cc1. Yields the product CCCCCCCCCC1OC(C)CCS1. RXN SMILES: [C:29](=[O:30])([OH:31])[O-:32].[CH:7]([CH2:8][CH2:9][CH2:10][CH2:11][CH2:12][CH2:13][CH2:14][CH2:15][CH3:16])=[O:17].[Cl:34][CH2:35][Cl:36].[Na+:33].[SH:1][CH2:2][CH2:3][CH:4]([CH3:5])[OH:6].[c:18]1([CH3:19])[cH:20][cH:21][c:22]([S:23]([OH:24])(=[O:25])=[O:26])[cH:27][cH:28]1>>[S:1]1[CH2:2][CH2:3][CH:4]([CH3:5])[O:6][CH:7]1[CH2:8][CH2:9][CH2:10][CH2:11][CH2:12][CH2:13][CH2:14][CH2:15][CH3:16].